Dataset: the Open Reaction Database (ORD), a public repository of structured organic reaction records. Task: describe an organic reaction: reactants, conditions, products, and yield The reactants are CCCCCC, ClCCl, ClCCl, CC(CO)=C1CCOCC1. The product is CC(C=O)=C1CCOCC1. Reaction SMILES: [CH3:14][CH2:15][CH2:16][CH2:17][CH2:18][CH3:19].[Cl:11][CH2:12][Cl:13].[Cl:20][CH2:21][Cl:22].[O:1]1[CH2:2][CH2:3][C:4](=[C:7]([CH2:8][OH:9])[CH3:10])[CH2:5][CH2:6]1>>[O:1]1[CH2:2][CH2:3][C:4](=[C:7]([CH:8]=[O:9])[CH3:10])[CH2:5][CH2:6]1. The reactants are CN(S(=O)(=O)C)C1=C(C=CC=C1)[N+](=O)[O-] (N-methyl-N-(2-nitrophenyl)methanesulfonamide). Reagents/catalysts: [Pd] (palladium on carbon). Solvent: CO (methanol). Reaction conditions: time 4 hour. The product is NC1=C(C=CC=C1)N(S(=O)(=O)C)C (N-(2-aminophenyl)-N-methylmethanesulfonamide). Isolated yield 69.0%. As a reaction SMILES: [CH3:1][N:2]([C:7]1[CH:12]=[CH:11][CH:10]=[CH:9][C:8]=1[N+:13]([O-])=O)[S:3]([CH3:6])(=[O:5])=[O:4]>CO.[Pd]>[NH2:13][C:8]1[CH:9]=[CH:10][CH:11]=[CH:12][C:7]=1[N:2]([CH3:1])[S:3]([CH3:6])(=[O:5])=[O:4]. Reported procedure: To a solution of N-methyl-N-(2-nitrophenyl)methanesulfonamide (900 mg, 3.91 mmol) in methanol (5 mL) was added palladium on carbon (10% by weight, 416 mg, 0.39 mmol). The solution was purged with hydrogen and then stirred for 4 hours under 1 atm of hydrogen. The crude reaction was filtered, concentrated and purified by chromatography to provide N-(2-aminophenyl)-N-methylmethanesulfonamide (540 mg, 60% yield). Product not characterized. The reactants are product, ClC1=C(C=NC2=C(C=CC=C12)OC)C#N (4-chloro-8-methoxy -3-quinolinecarbonitrile), Cl.N1=CC=CC=C1 (pyridine hydrochloride), BrC1=C(C=C(N)C=C1)O (4-bromo-3-hydroxy-aniline). Run in C(C)OCCO (2-ethoxyethanol). Reaction conditions: temperature 100 celsius. The product is BrC1=C(C=C(C=C1)NC1=C(C=NC2=C(C=CC=C12)OC)C#N)O (4-(4-Bromo-3-hydroxy-phenylamino)-8-methoxy-quinoline-3-carbonitrile). Reaction SMILES: Cl[C:2]1[C:11]2[C:6](=[C:7]([O:12][CH3:13])[CH:8]=[CH:9][CH:10]=2)[N:5]=[CH:4][C:3]=1[C:14]#[N:15].Cl.N1C=CC=CC=1.[Br:23][C:24]1[CH:30]=[CH:29][C:27]([NH2:28])=[CH:26][C:25]=1[OH:31]>C(OCCO)C>[Br:23][C:24]1[CH:30]=[CH:29][C:27]([NH:28][C:2]2[C:11]3[C:6](=[C:7]([O:12][CH3:13])[CH:8]=[CH:9][CH:10]=3)[N:5]=[CH:4][C:3]=2[C:14]#[N:15])=[CH:26][C:25]=1[OH:31] |f:1.2|. Procedure details: Using an analogous procedure to that described in Example 274. A reaction mixture of 250.0 mg (1.1 mmol) of 4-chloro-8-methoxy -3-quinolinecarbonitrile, 131.7 mg (1.1 mmol) of pyridine hydrochloride and 286.7 mg (1.3 mmol) of 4-bromo-3-hydroxy-aniline in 10 mL of 2-ethoxyethanol was heated at 100° C. for 1.5 hr. The work up gave 374.1 mg (88.6%) of the product as a pink solid, m.p. 146° C. (dec.), mass spectrum (electrospray, m/e): M+H 369.9. Reaction SMILES: C[N:2]([CH3:14])[CH:3]=[CH:4][C:5]([C:7]1[CH:12]=[CH:11][C:10]([CH3:13])=[CH:9][CH:8]=1)=O.Cl.NC1[N:18]=[CH:19][NH:20][C:21]=1[C:22]([NH2:24])=[O:23].C(=O)(O)[O-].[Na+]>C(O)(=O)C>[CH3:13][C:10]1[CH:9]=[CH:8][C:7]([C:5]2[N:18]3[CH:19]=[N:20][C:21]([C:22]([NH2:24])=[O:23])=[C:14]3[N:2]=[CH:3][CH:4]=2)=[CH:12][CH:11]=1 |f:1.2,3.4|. Product: CC1=CC=C(C=C1)C1=CC=NC=2N1C=NC2C(=O)N (4-(4-Methylphenyl)imidazo[1,5-a]pyrimidine-8-carboxamide). Reported procedure: A mixture of 15.0 g of 3-dimethylamino-4'-methylacrylophenone (prepared as described in Example 11) and 10.0 g of 4-amino-5-imidazolecarboxamide hydrochloride in 150 ml of glacial acetic acid was stirred and heated at reflux for 4 hours. The mixture was evaporated in vacuo to give a yellow crystalline solid. The solid was treated with saturated sodium bicarbonate solution and was collected by filtration, and then it was recrystallized from acetonitrile to give 10.7 g of the desired product as ye... Starting materials: CN(C=CC(=O)C1=CC=C(C=C1)C)C (3-dimethylamino-4'-methylacrylophenone), Cl.NC=1N=CNC1C(=O)N (4-amino-5-imidazolecarboxamide hydrochloride), C([O-])(O)=O.[Na+] (sodium bicarbonate). Yield: 69.0%. Solvent: C(C)(=O)O (acetic acid). Reactants: [BH3-]C#N, CC(C)NC1CCC(NC(=O)OCc2ccccc2)C(CS(=O)(=O)c2ccc(Br)cc2)C1, C=O, CO, [Na+], O. Yields the product CC(C)N(C)C1CCC(NC(=O)OCc2ccccc2)C(CS(=O)(=O)c2ccc(Br)cc2)C1. As a reaction SMILES: [C:35]([BH3-:36])#[N:37].[CH2:1]([c:2]1[cH:3][cH:4][cH:5][cH:6][cH:7]1)[O:8][C:9]([NH:10][CH:11]1[CH:12]([CH2:21][S:22](=[O:23])(=[O:24])[c:25]2[cH:26][cH:27][c:28]([Br:31])[cH:29][cH:30]2)[CH2:13][CH:14]([NH:17][CH:18]([CH3:19])[CH3:20])[CH2:15][CH2:16]1)=[O:32].[CH2:33]=[O:34].[CH3:39][OH:40].[Na+:38].[OH2:41]>>[CH2:1]([c:2]1[cH:3][cH:4][cH:5][cH:6][cH:7]1)[O:8][C:9]([NH:10][CH:11]1[CH:12]([CH2:21][S:22](=[O:23])(=[O:24])[c:25]2[cH:26][cH:27][c:28]([Br:31])[cH:29][cH:30]2)[CH2:13][CH:14]([N:17]([CH:18]([CH3:19])[CH3:20])[CH3:35])[CH2:15][CH2:16]1)=[O:32].